From a dataset of the Open Reaction Database (ORD), a public repository of structured organic reaction records. describe an organic reaction: reactants, conditions, products, and yield The reactants are CCO, O=Cc1ccc([N+](=O)[O-])s1, O, N#CCS(=O)(=O)c1ccccc1. The product is N#CC(=Cc1ccc([N+](=O)[O-])s1)S(=O)(=O)c1ccccc1. RXN SMILES: [CH3:24][CH2:25][OH:26].[N+:1](=[O:2])([O-:3])[c:4]1[s:5][c:6]([CH:9]=[O:10])[cH:7][cH:8]1.[OH2:23].[c:11]1([S:17](=[O:18])(=[O:19])[CH2:20][C:21]#[N:22])[cH:12][cH:13][cH:14][cH:15][cH:16]1>>[N+:1](=[O:2])([O-:3])[c:4]1[s:5][c:6]([CH:9]=[C:20]([S:17]([c:11]2[cH:12][cH:13][cH:14][cH:15][cH:16]2)(=[O:18])=[O:19])[C:21]#[N:22])[cH:7][cH:8]1. Reaction SMILES: [F:1][C:2]1[CH:7]=[CH:6][C:5]([C:8](=[O:13])[CH:9]([CH3:12])[CH2:10]O)=[CH:4][CH:3]=1.O=P12OP3(OP(OP(O3)(O1)=O)(=O)O2)=O.C1(C)C(C)=CC=CC=1>O>[F:1][C:2]1[CH:7]=[C:6]2[C:5](=[CH:4][CH:3]=1)[C:8](=[O:13])[CH:9]([CH3:12])[CH2:10]2. Procedure: A mixture of 18.2 g. (0.10 mole) of 4'-fluoro-3-hydroxy-2-methylpropiophenone and 12 g. of phosphorous pentoxide in 100 ml. of xylene is refluxed for one hour. The reaction is cooled, water is added and the xylene layer is washed with aqueous sodium hydroxide and water. The organic layer is then concentrated in vacuo to give 5-fluoro-2-methyl-1-indanone. Starting materials: FC1=CC=C(C=C1)C(C(CO)C)=O (4'-fluoro-3-hydroxy-2-methylpropiophenone), O=P12OP3(=O)OP(=O)(O1)OP(=O)(O2)O3 (phosphorous pentoxide), C=1(C(=CC=CC1)C)C (xylene). Yields the product FC=1C=C2CC(C(C2=CC1)=O)C (5-fluoro-2-methyl-1-indanone). The solvent is O (water). Starting materials: C(C)OC([C@H]([C@H](O)C1=CC=C(C=C1)S(=O)(=O)C)N)=O ((2S,3R)-Ethyl-2-amino-3-[4-(methylsulfonyl)phenyl]-3-hydroxy-propanoate), [BH4-].[K+] (potassium borohydride), Cl (HCl), O (water). The solvent is CO (methanol). Yields the product N[C@@H]([C@H](O)C1=CC=C(C=C1)S(=O)(=O)C)CO ((1R,2R)-2-amino-1-[4-(methylsulfonyl)phenyl]-1,3-propanediol). As a reaction SMILES: C([O:3][C:4](=O)[C@@H:5]([NH2:18])[C@@H:6]([C:8]1[CH:13]=[CH:12][C:11]([S:14]([CH3:17])(=[O:16])=[O:15])=[CH:10][CH:9]=1)[OH:7])C.[BH4-].[K+].Cl.O>CO>[NH2:18][C@H:5]([CH2:4][OH:3])[C@@H:6]([C:8]1[CH:9]=[CH:10][C:11]([S:14]([CH3:17])(=[O:16])=[O:15])=[CH:12][CH:13]=1)[OH:7] |f:1.2|. Procedure: (2S,3R)-Ethyl-2-amino-3-[4-(methylsulfonyl)phenyl]-3-hydroxy-propanoate (Compound VIc) (10 g, 0.0348 moles) in methanol (about 100 mL) is reacted in a reaction vessel with potassium borohydride (about 2.8 g, 0.0522 moles) over about 6 hours while maintaining the temperature below about 60° C. The reaction is cooled to ambient room temperature and about 1N HCl and water (about 75 mL) are added. Thereafter, the solution is heated to evaporate the methanol. Next, sodium hydroxide is added (about 25...